This data is from the Open Reaction Database (ORD), a public repository of structured organic reaction records. The task is: describe an organic reaction: reactants, conditions, products, and yield Starting materials: Example 25 ( 25a ), aqueous solution, Example 1 ( 1d ), C(C)C1=C(C#N)C=CC(=N1)CO[Si](C(C)C)(C(C)C)C(C)C (2-ethyl-6-{[(triisopropylsilyl)oxy]methyl}nicotinonitrile), NO (hydroxylamine). Yields the product crude product, C(C)C1=NC(=CC=C1C(N)=NO)CO[Si](C(C)C)(C(C)C)C(C)C (2-Ethyl-N′-hydroxy-6-{[(triisopropylsilyl)oxy]methyl}pyridine-3-carboximidamide). Reaction SMILES: [CH2:1]([C:3]1[N:10]=[C:9]([CH2:11][O:12][Si:13]([CH:20]([CH3:22])[CH3:21])([CH:17]([CH3:19])[CH3:18])[CH:14]([CH3:16])[CH3:15])[CH:8]=[CH:7][C:4]=1[C:5]#[N:6])[CH3:2].[NH2:23][OH:24]>>[CH2:1]([C:3]1[C:4]([C:5](=[N:23][OH:24])[NH2:6])=[CH:7][CH:8]=[C:9]([CH2:11][O:12][Si:13]([CH:14]([CH3:15])[CH3:16])([CH:20]([CH3:21])[CH3:22])[CH:17]([CH3:19])[CH3:18])[N:10]=1)[CH3:2]. Reported procedure: The crude product of the title compound was synthesized by conducting the reaction similar to that mentioned in Example 1 (1d) using 2-ethyl-6-{[(triisopropylsilyl)oxy]methyl}nicotinonitrile (0.75 g, 2.4 mmol) that was obtained in Example 25 (25a) and a 40% aqueous solution of hydroxylamine (0.5 mL). Subsequently, the crude product of the title compound thus obtained was purified by chromatography on a silica gel column using a mixed solvent of ethyl acetate and hexane (3:7 to 1:1) as the eluent... Starting materials: ClCCCl, O=C(O)C1CCc2ccccc2C1, ClCCl, CN(C)c1ccncc1, NCC1CCC(CNS(=O)(=O)c2ccc3ccccc3c2)CC1. The product is O=C(NCC1CCC(CNS(=O)(=O)c2ccc3ccccc3c2)CC1)C1CCc2ccccc2C1. RXN SMILES: [CH2:24]([Cl:25])[CH2:26][Cl:27].[CH2:28]1[CH:29]([C:38](=[O:39])[OH:40])[CH2:30][CH2:31][c:32]2[cH:33][cH:34][cH:35][cH:36][c:37]21.[CH2:50]([Cl:51])[Cl:52].[CH3:41][N:42]([c:43]1[cH:44][cH:45][n:46][cH:47][cH:48]1)[CH3:49].[NH2:1][CH2:2][CH:3]1[CH2:4][CH2:5][CH:6]([CH2:9][NH:10][S:11](=[O:12])(=[O:13])[c:14]2[cH:15][c:16]3[cH:17][cH:18][cH:19][cH:20][c:21]3[cH:22][cH:23]2)[CH2:7][CH2:8]1>>[NH:1]([CH2:2][CH:3]1[CH2:4][CH2:5][CH:6]([CH2:9][NH:10][S:11](=[O:12])(=[O:13])[c:14]2[cH:15][c:16]3[cH:17][cH:18][cH:19][cH:20][c:21]3[cH:22][cH:23]2)[CH2:7][CH2:8]1)[C:38]([CH:29]1[CH2:28][c:37]2[c:32]([cH:33][cH:34][cH:35][cH:36]2)[CH2:31][CH2:30]1)=[O:39].